The task is: describe an organic reaction: reactants, conditions, products, and yield. This data is from the Open Reaction Database (ORD), a public repository of structured organic reaction records. Reactants: NC1(COC1)CNC1=CC(=NC2=CC=C(C=C12)C)N1CCS(C2=C(C1)C=C(C=C2)OC)(=O)=O (N-[(3-Aminooxetan-3-yl)methyl]-2-(7-methoxy-1,1-dioxido-2,3-dihydro-1,4-benzothiazepin-4(5H)-yl)-6-methylquinolin-4-amine), [OH-].[K+] (potassium hydroxide). Solvent: CS(=O)C (dimethylsulfoxide). Conditions: temperature 100 celsius, time 20 minute. Product: NC1(COC1)CNC1=CC(=NC2=CC=C(C=C12)C)N1CCS(C2=C(C1)C=C(C=C2)O)(=O)=O (4-(4-{[(3-Aminooxetan-3-yl)methyl]amino}-6-methylquinolin-2-yl)-2,3,4,5-tetrahydro-1,4-benzothiazepin-7-ol 1,1-dioxide). Isolated yield 30.0%. Reaction SMILES: [NH2:1][C:2]1([CH2:6][NH:7][C:8]2[C:17]3[C:12](=[CH:13][CH:14]=[C:15]([CH3:18])[CH:16]=3)[N:11]=[C:10]([N:19]3[CH2:25][C:24]4[CH:26]=[C:27]([O:30]C)[CH:28]=[CH:29][C:23]=4[S:22](=[O:33])(=[O:32])[CH2:21][CH2:20]3)[CH:9]=2)[CH2:5][O:4][CH2:3]1.[OH-].[K+]>CS(C)=O>[NH2:1][C:2]1([CH2:6][NH:7][C:8]2[C:17]3[C:12](=[CH:13][CH:14]=[C:15]([CH3:18])[CH:16]=3)[N:11]=[C:10]([N:19]3[CH2:25][C:24]4[CH:26]=[C:27]([OH:30])[CH:28]=[CH:29][C:23]=4[S:22](=[O:32])(=[O:33])[CH2:21][CH2:20]3)[CH:9]=2)[CH2:3][O:4][CH2:5]1 |f:1.2|. Reported procedure: A mixture of N-[(3-aminooxetan-3-yl)methyl]-2-(7-methoxy-1,1-dioxido-2,3-dihydro-1,4-benzothiazepin-4(5H)-yl)-6-methylquinolin-4-amine (20 mg, 0.044 mmol, prepared in analogy to Example 1-5), potassium hydroxide (24 mg, 0.44 mmol) in dimethylsulfoxide (2 mL) was heated with stirring in a sealed 5 mL of microwave process via for 20 minutes at 100° C. under microwave irradiation. The resulting mixture was purified by preparative HPLC to afford 6 mg of the product (yield was 30%). MS obsd. (ESI+) [...